Dataset: the Open Reaction Database (ORD), a public repository of structured organic reaction records. Task: describe an organic reaction: reactants, conditions, products, and yield Reactants: P(Br)(Br)Br (PBr3), OC(C)C=1OC(C2=CC=CC=C2C1C=1C=NC(=CC1)OC)=O (3-(1-hydroxyethyl)-4-(6-methoxypyridin-3-yl)-1H-isochromen-1-one). Solvent: C(Cl)Cl (DCM), C(Cl)Cl (DCM). Product: BrC(C)C=1OC(C2=CC=CC=C2C1C=1C=NC(=CC1)OC)=O (3-(1-Bromoethyl)-4-(6-methoxypyridin-3-yl)-1H-isochromen-1-one). The yield is 38.5%. Reaction SMILES: P(Br)(Br)[Br:2].O[CH:6]([C:8]1[O:9][C:10](=[O:26])[C:11]2[C:16]([C:17]=1[C:18]1[CH:19]=[N:20][C:21]([O:24][CH3:25])=[CH:22][CH:23]=1)=[CH:15][CH:14]=[CH:13][CH:12]=2)[CH3:7]>C(Cl)Cl>[Br:2][CH:6]([C:8]1[O:9][C:10](=[O:26])[C:11]2[C:16]([C:17]=1[C:18]1[CH:19]=[N:20][C:21]([O:24][CH3:25])=[CH:22][CH:23]=1)=[CH:15][CH:14]=[CH:13][CH:12]=2)[CH3:7]. Procedure: 1M PBr3 in DCM (1.80 mL, 1.80 mmol) was added 3-(1-hydroxyethyl)-4-(6-methoxypyridin-3-yl)-1H-isochromen-1-one (intermediate B17, 225 mg, 0.76 mmol) in DCM (9 ml) at RT. The reaction mixture was straightforward purified on Biotage SNAP 25 g silica cartridge with a gradient of hexane and EtOAc to give the title compound (105 mg, 38.5%). Starting materials: COc1ccc2nccc(Br)c2n1, CC(C)(C)OC(=O)NC1CCNC1, CCCCCO, CCN(C(C)C)C(C)C. Yields the product COc1ccc2nccc(N3CCC(NC(=O)OC(C)(C)C)C3)c2n1. As a reaction SMILES: [Br:1][c:2]1[cH:3][cH:4][n:5][c:6]2[cH:7][cH:8][c:9]([O:12][CH3:13])[n:10][c:11]12.[C:14]([CH3:15])([CH3:16])([CH3:17])[O:18][C:19](=[O:20])[NH:21][CH:22]1[CH2:23][NH:24][CH2:25][CH2:26]1.[CH2:36]([OH:37])[CH2:38][CH2:39][CH2:40][CH3:41].[CH:27]([N:28]([CH2:29][CH3:30])[CH:31]([CH3:32])[CH3:33])([CH3:34])[CH3:35]>>[c:2]1([N:24]2[CH2:23][CH:22]([NH:21][C:19]([O:18][C:14]([CH3:15])([CH3:16])[CH3:17])=[O:20])[CH2:26][CH2:25]2)[cH:3][cH:4][n:5][c:6]2[cH:7][cH:8][c:9]([O:12][CH3:13])[n:10][c:11]12.